Dataset: the Open Reaction Database (ORD), a public repository of structured organic reaction records. Task: describe an organic reaction: reactants, conditions, products, and yield Reactants: Clc1nccc2c(Br)csc12, C1COCCO1, [NH4+], [OH-]. The product is Nc1nccc2c(Br)csc12. Reaction SMILES: [Br:1][c:2]1[cH:3][s:4][c:5]2[c:6]([Cl:11])[n:7][cH:8][cH:9][c:10]12.[CH2:14]1[O:15][CH2:16][CH2:17][O:18][CH2:19]1.[NH4+:12].[OH-:13]>>[Br:1][c:2]1[cH:3][s:4][c:5]2[c:6]([NH2:12])[n:7][cH:8][cH:9][c:10]12. The reactants are C1(CC1)C(CC(=O)OCC)C1=NC=NC(=C1)OCC=1C=NC(=C(C1)OC1OCCCC1)C1=C(C=CC(=C1)OC)F (ethyl 3-cyclopropyl-3-(6-((6-(2-fluoro-5-methoxyphenyl)-5-((tetrahydro-2H-pyran-2-yl)oxy)pyridin-3-yl)methoxy)pyrimidin-4-yl)propanoate), C1(=CC=C(C=C1)S(=O)(=O)[O-])C.[NH+]1=CC=CC=C1 (pyridinium p-toluenesulfonate), O (water). Run in CO (methanol). Reaction conditions: temperature 50 celsius, time 20 hour. Product: C1(CC1)C(CC(=O)OCC)C1=NC=NC(=C1)OCC=1C=NC(=C(C1)O)C1=C(C=CC(=C1)OC)F (ethyl 3-cyclopropyl-3-(6-((6-(2-fluoro-5-methoxyphenyl)-5-hydroxypyridin-3-yl)methoxy)pyrimidin-4-yl)propanoate). The yield is 86.1%. Reaction SMILES: [CH:1]1([CH:4]([C:11]2[CH:16]=[C:15]([O:17][CH2:18][C:19]3[CH:20]=[N:21][C:22]([C:32]4[CH:37]=[C:36]([O:38][CH3:39])[CH:35]=[CH:34][C:33]=4[F:40])=[C:23]([O:25]C4CCCCO4)[CH:24]=3)[N:14]=[CH:13][N:12]=2)[CH2:5][C:6]([O:8][CH2:9][CH3:10])=[O:7])[CH2:3][CH2:2]1.C1(C)C=CC(S([O-])(=O)=O)=CC=1.[NH+]1C=CC=CC=1.O>CO>[CH:1]1([CH:4]([C:11]2[CH:16]=[C:15]([O:17][CH2:18][C:19]3[CH:20]=[N:21][C:22]([C:32]4[CH:37]=[C:36]([O:38][CH3:39])[CH:35]=[CH:34][C:33]=4[F:40])=[C:23]([OH:25])[CH:24]=3)[N:14]=[CH:13][N:12]=2)[CH2:5][C:6]([O:8][CH2:9][CH3:10])=[O:7])[CH2:3][CH2:2]1 |f:1.2|. Procedure: Under a nitrogen atmosphere, to a solution of ethyl 3-cyclopropyl-3-(6-((6-(2-fluoro-5-methoxyphenyl)-5-((tetrahydro-2H-pyran-2-yl)oxy)pyridin-3-yl)methoxy)pyrimidin-4-yl)propanoate (163 mg) in methanol (1.5 mL) was added pyridinium p-toluenesulfonate (7.5 mg), and the mixture was stirred at 50° C. for 20 hr. The reaction mixture was poured into water at room temperature, and the mixture was extracted with ethyl acetate. The extract was washed with saturated brine, and dried over anhydrous sodiu...